This data is from the Open Reaction Database (ORD), a public repository of structured organic reaction records. The task is: describe an organic reaction: reactants, conditions, products, and yield The reactants are [Br-], CCCCCCC[P+](c1ccccc1)(c1ccccc1)c1ccccc1, CC1(C2(C=O)CC2)OCCO1. Product: CCCCCCC=CC1(C2(C)OCCO2)CC1. Reaction SMILES: [Br-:1].[CH2:2]([CH2:3][CH2:4][CH2:5][CH2:6][CH2:7][CH3:8])[P+:9]([c:10]1[cH:11][cH:12][cH:13][cH:14][cH:15]1)([c:16]1[cH:17][cH:18][cH:19][cH:20][cH:21]1)[c:22]1[cH:23][cH:24][cH:25][cH:26][cH:27]1.[CH3:28][C:29]1([C:34]2([CH:37]=[O:38])[CH2:35][CH2:36]2)[O:30][CH2:31][CH2:32][O:33]1>>[CH:2]([CH2:3][CH2:4][CH2:5][CH2:6][CH2:7][CH3:8])=[CH:37][C:34]1([C:29]2([CH3:28])[O:30][CH2:31][CH2:32][O:33]2)[CH2:35][CH2:36]1. Reactants: Cc1ccccc1, OCCO, Cc1ccc(S(=O)(=O)O)cc1, O=Cc1ccccn1. Yields the product c1ccc(C2OCCO2)nc1. As a reaction SMILES: [CH3:24][c:25]1[cH:26][cH:27][cH:28][cH:29][cH:30]1.[OH:9][CH2:10][CH2:11][OH:12].[c:13]1([CH3:14])[cH:15][cH:16][c:17]([S:18]([OH:19])(=[O:20])=[O:21])[cH:22][cH:23]1.[n:1]1[c:2]([CH:7]=[O:8])[cH:3][cH:4][cH:5][cH:6]1>>[n:1]1[c:2]([CH:7]2[O:8][CH2:11][CH2:10][O:9]2)[cH:3][cH:4][cH:5][cH:6]1. Solvent: C(Cl)Cl (CH2Cl2). Conditions: temperature 0 celsius, time 15 minute. Reaction SMILES: C([O:8][CH:9]1[CH2:15][CH:14]2[N:16]([CH2:17][C@H:18]3[CH2:23][N:22]([S:24]([C:27]4[S:28][CH:29]=[CH:30][CH:31]=4)(=[O:26])=[O:25])[CH2:21][CH2:20][N:19]3[C:32]3[N:37]=[CH:36][C:35]([C:38]([OH:44])([CH3:43])[C:39]([F:42])([F:41])[F:40])=[CH:34][N:33]=3)[CH:10]1[CH2:11][O:12][CH2:13]2)C1C=CC=CC=1.B(Cl)(Cl)Cl>C(Cl)Cl>[S:28]1[CH:29]=[CH:30][CH:31]=[C:27]1[S:24]([N:22]1[CH2:21][CH2:20][N:19]([C:32]2[N:33]=[CH:34][C:35]([C:38]([OH:44])([CH3:43])[C:39]([F:41])([F:40])[F:42])=[CH:36][N:37]=2)[C@@H:18]([CH2:17][N:16]2[CH:10]3[CH:9]([OH:8])[CH2:15][CH:14]2[CH2:13][O:12][CH2:11]3)[CH2:23]1)(=[O:25])=[O:26]. Yields the product S1C(=CC=C1)S(=O)(=O)N1C[C@@H](N(CC1)C1=NC=C(C=N1)C(C(F)(F)F)(C)O)CN1C2COCC1C(C2)O (8-(((2S)-4-(2-thiophenylsulfonyl)-1-(5-(2,2,2-trifluoro-1-hydroxy-1-methylethyl)-2-pyrimidinyl)-2-piperazinyl)methyl)-3-oxa-8-azabicyclo[3.2.1]octan-6-ol). Reported procedure: A 25-mL round-bottomed flask was cooled to 0° C. and charged with 2-(2-((2S)-2-((6-(benzyloxy)-3-oxa-8-azabicyclo[3.2.1]oct-8-yl)methyl)-4-(2-thiophenylsulfonyl)-1-piperazinyl)-5-pyrimidinyl)-1,1,1-trifluoro-2-propanol (endo) (170 mg, 0.26 mmol) and CH2Cl2 (5 mL). BCl3 (1M in CH2Cl2, 4.20 mL, 4.20 mmol) was added slowly. After 15 min at 0° C., the reaction was carefully quenched with MeOH and concentrated. The resultant foam was then recrystallized from MeOH/ether to yield an off-white solid whi... Isolated yield 81.9%. Reactants: C(C1=CC=CC=C1)OC1C2COCC(C1)N2C[C@@H]2N(CCN(C2)S(=O)(=O)C=2SC=CC2)C2=NC=C(C=N2)C(C(F)(F)F)(C)O (2-(2-((2S)-2-((6-(benzyloxy)-3-oxa-8-azabicyclo[3.2.1]oct-8-yl)methyl)-4-(2-thiophenylsulfonyl)-1-piperazinyl)-5-pyrimidinyl)-1,1,1-trifluoro-2-propanol), B(Cl)(Cl)Cl (BCl3). The reactants are [H-].[Al+3].[Li+].[H-].[H-].[H-] (lithium aluminum hydride), CS(=O)(=O)OC(CCC(C)C)[C@@H](C)[C@H]1CC[C@H]2C3=CC=C4C[C@H](C[C@@H]([C@]4(C)[C@H]3CC[C@]12C)OC1OCCCC1)OC1OCCCC1 (1α,3β-bis(tetrahydropyran-2-yloxy)cholesta-5,7-dien-22-yl methanesulfonate), Cl (hydrochloric acid). The solvent is O (water), O1CCCC1 (tetrahydrofuran), O (water). Run at time 2 hour. The product is CC(C)CCC[C@@H](C)[C@H]1CC[C@H]2C3=CC=C4C[C@H](C[C@@H]([C@]4(C)[C@H]3CC[C@]12C)O)O (cholesta-5,7-diene-1α,3β-diol). Yield: 45.1%. Reaction SMILES: [H-].[Al+3].[Li+].[H-].[H-].[H-].CS(O[CH:12]([C@H:18]([C@@H:20]1[C@:37]2([CH3:38])[C@H:23]([C:24]3[C@H:34]([CH2:35][CH2:36]2)[C@:32]2([CH3:33])[C:27]([CH2:28][C@@H:29]([O:46]C4CCCCO4)[CH2:30][C@@H:31]2[O:39]C2CCCCO2)=[CH:26][CH:25]=3)[CH2:22][CH2:21]1)[CH3:19])[CH2:13][CH2:14][CH:15]([CH3:17])[CH3:16])(=O)=O.Cl>O1CCCC1.O>[CH3:17][CH:15]([CH2:14][CH2:13][CH2:12][C@H:18]([C@@H:20]1[C@:37]2([CH3:38])[C@H:23]([C:24]3[C@H:34]([CH2:35][CH2:36]2)[C@:32]2([CH3:33])[C:27]([CH2:28][C@@H:29]([OH:46])[CH2:30][C@@H:31]2[OH:39])=[CH:26][CH:25]=3)[CH2:22][CH2:21]1)[CH3:19])[CH3:16] |f:0.1.2.3.4.5|. Procedure: To a solution of 0.10 g of lithium aluminum hydride in 5 ml of tetrahydrofuran was added 0.66 g of 1α,3β-bis(tetrahydropyran-2-yloxy)cholesta-5,7-dien-22-yl methanesulfonate under heating and the mixture was refluxed for 2 hours. The resulting reaction mixture was cooled and, then, water and diluted hydrochloric acid were added in succession. The mixture was stirred at room temperature for 2 hours. The resulting solution was diluted with water and extracted with diethyl ether. The extract was wa... Reactants: NC1=NC=CC(=N1)NCCNC1=NC(=NC(=C1)Cl)N (N4-{2-[(2-aminopyrimidin-4-yl)amino]ethyl}-6-chloropyrimidine-2,4-diamine), ClC=1C=CC(=C(C1)B(O)O)OC (5-chloro-2-methoxyphenyl boronic acid). Product: NC1=NC=CC(=N1)NCCNC1=NC(=NC(=C1)C1=C(C=CC(=C1)Cl)OC)N (N4-{2-[(2-aminopyrimidin-4-yl)amino]ethyl}-6-(5-chloro-2-methoxyphenyl)pyrimidine-2,4-diamine). Reaction SMILES: [NH2:1][C:2]1[N:7]=[C:6]([NH:8][CH2:9][CH2:10][NH:11][C:12]2[CH:17]=[C:16](Cl)[N:15]=[C:14]([NH2:19])[N:13]=2)[CH:5]=[CH:4][N:3]=1.[Cl:20][C:21]1[CH:22]=[CH:23][C:24]([O:30][CH3:31])=[C:25](B(O)O)[CH:26]=1>>[NH2:1][C:2]1[N:7]=[C:6]([NH:8][CH2:9][CH2:10][NH:11][C:12]2[CH:17]=[C:16]([C:23]3[CH:22]=[C:21]([Cl:20])[CH:26]=[CH:25][C:24]=3[O:30][CH3:31])[N:15]=[C:14]([NH2:19])[N:13]=2)[CH:5]=[CH:4][N:3]=1. Reported procedure: The product of Example 6A (50 mg, 0.178 mmol) and 5-chloro-2-methoxyphenyl boronic acid (37 mg, 0.196 mmol) were treated under the conditions described in Example 6B to afford the title compound. 1H NMR (300 MHz, DMSO-d6) δ ppm 7.85 (d, J=2.78 Hz, 1H) 7.61 (d, J=5.55 Hz, 1H) 7.39 (dd, J=8.92, 2.97 Hz, 1H) 7.12 (d, J=8.73 Hz, 1H) 7.02 (s, 1H) 6.88 (s, 1H) 6.42 (s, 1H) 5.97 (s, 2H) 5.86 (s, 2H) 5.74 (d, 1H) 3.82 (s, 3H) 3.34-3.43 (m, 4H); MS (ESI+) m/z 387.2 (M+H)+. Reactants: C(C)(=O)NC1=CC=C(C=C1)S(=O)(=O)Cl (4-acetamidophenyl sulfonyl chloride), C1(=C(C=CC=C1)N)N (o-phenylene diamine). The product is C(C)(=O)NC1=CC=C(C=C1)S(=O)(=O)NC1=C(C=CC=C1)NC1=CC=CC=C1 (2-[(4-acetamidophenyl)sulfonylamino]phenyl aniline). Reaction SMILES: [C:1]([NH:4][C:5]1[CH:10]=[CH:9][C:8]([S:11](Cl)(=[O:13])=[O:12])=[CH:7][CH:6]=1)(=[O:3])[CH3:2].[C:15]1([NH2:22])[CH:20]=[CH:19][CH:18]=[CH:17][C:16]=1[NH2:21]>>[C:1]([NH:4][C:5]1[CH:10]=[CH:9][C:8]([S:11]([NH:21][C:16]2[CH:17]=[CH:18][CH:19]=[CH:20][C:15]=2[NH:22][C:5]2[CH:10]=[CH:9][CH:8]=[CH:7][CH:6]=2)(=[O:13])=[O:12])=[CH:7][CH:6]=1)(=[O:3])[CH3:2]. Procedure details: The sulfonamide was synthesized from 4-acetamidophenyl sulfonyl chloride(0.01 mol) and o-phenylene diamine(0.01 mol) by general Method C. It was purified by recrystallization from EtOH(1.27 g,40%)EI-MS m/z 304(M−H)−.